This data is from the Open Reaction Database (ORD), a public repository of structured organic reaction records. The task is: describe an organic reaction: reactants, conditions, products, and yield Reactants: CCOC(=O)c1cn(CCF)c2nc3c(F)c(F)c(F)cc3cc2c1=O, CS(C)=O, [Na+], [Na+], O=C([O-])[O-], O, c1ccc(C2CNCCN2)cc1. Product: CCOC(=O)c1cn(CCF)c2nc3c(F)c(N4CCNC(c5ccccc5)C4)c(F)cc3cc2c1=O. RXN SMILES: [CH2:1]([CH3:2])[O:3][C:4](=[O:5])[c:6]1[c:7](=[O:26])[c:8]2[cH:9][c:10]3[c:11]([n:12][c:13]2[n:14]([CH2:16][CH2:17][F:18])[cH:15]1)[c:19]([F:25])[c:20]([F:24])[c:21]([F:23])[cH:22]3.[CH3:46][S:47](=[O:48])[CH3:49].[Na+:39].[Na+:40].[O-:41][C:42](=[O:43])[O-:44].[OH2:45].[c:27]1([CH:33]2[NH:34][CH2:35][CH2:36][NH:37][CH2:38]2)[cH:28][cH:29][cH:30][cH:31][cH:32]1>>[CH2:1]([CH3:2])[O:3][C:4](=[O:5])[c:6]1[c:7](=[O:26])[c:8]2[cH:9][c:10]3[c:11]([n:12][c:13]2[n:14]([CH2:16][CH2:17][F:18])[cH:15]1)[c:19]([F:25])[c:20]([N:37]1[CH2:36][CH2:35][NH:34][CH:33]([c:27]2[cH:28][cH:29][cH:30][cH:31][cH:32]2)[CH2:38]1)[c:21]([F:23])[cH:22]3. The reactants are [OH-].[Na+] (NaOH), CN(CC(=O)OCC)C1=CC=CC=C1 (Ethyl N-methyl-N-phenylglycinate), C(CC(O)(C(=O)O)CC(=O)O)(=O)O (Citric acid). Run in CO (methanol). Reaction conditions: time 18 hour. Product: CN(CC(=O)O)C1=CC=CC=C1 (N-Methyl-N-phenylglycine). Reaction SMILES: [CH3:1][N:2]([C:9]1[CH:14]=[CH:13][CH:12]=[CH:11][CH:10]=1)[CH2:3][C:4]([O:6]CC)=[O:5].[OH-].[Na+].C(O)(=O)CC(CC(O)=O)(C(O)=O)O>CO>[CH3:1][N:2]([C:9]1[CH:14]=[CH:13][CH:12]=[CH:11][CH:10]=1)[CH2:3][C:4]([OH:6])=[O:5] |f:1.2|. Procedure details: The product of step 1 (1.1 g, 5.6 mmol) was dissolved in methanol (50 mL) and 1M NaOH (17 mL) added. Allow reaction mixture to stir at ambient temperature over 18 hours. 10% Citric acid solution was added until a pH=4 was reached. Extract several times with EtOAc. The organic layer was washed several times with brine, dried (Na2SO4), filtered, and concentrated affording a quantitative yield of the title compound as a yellow oil. MS (ES+) m/z 166 (MH+).